Dataset: the Open Reaction Database (ORD), a public repository of structured organic reaction records. Task: describe an organic reaction: reactants, conditions, products, and yield Starting materials: CC(=O)O, CC#N, COC(=O)N1CCCC(NC(c2ccccc2)(c2ccccc2)c2ccccc2)C1, Cl. Yields the product COC(=O)N1CCCC(N)C1. As a reaction SMILES: [CH3:1][C:2](=[O:3])[OH:4].[CH3:36][C:37]#[N:38].[CH3:6][O:7][C:8](=[O:9])[N:10]1[CH2:11][CH:12]([NH:16][C:17]([c:18]2[cH:19][cH:20][cH:21][cH:22][cH:23]2)([c:24]2[cH:25][cH:26][cH:27][cH:28][cH:29]2)[c:30]2[cH:31][cH:32][cH:33][cH:34][cH:35]2)[CH2:13][CH2:14][CH2:15]1.[ClH:5]>>[CH3:6][O:7][C:8](=[O:9])[N:10]1[CH2:11][CH:12]([NH2:16])[CH2:13][CH2:14][CH2:15]1.